From a dataset of the Open Reaction Database (ORD), a public repository of structured organic reaction records. describe an organic reaction: reactants, conditions, products, and yield The reactants are O=C[C@H](O)[C@@H](O)[C@H](O)[C@H](O)CO (D-Glucose), C(C)(=O)OC(C)=O (acetic anhydride), O=C[C@H](O)[C@@H](O)[C@H](O)[C@H](O)CO (glucose), C1(=CC=C(C=C1)S(=O)(=O)Cl)C (p-Toluensulfonyl chloride). Run in N1=CC=CC=C1 (pyridine). Run at time 11 hour. Yields the product C1(=CC=C(C=C1)S(=O)(=O)OC[C@@H]1[C@H]([C@@H]([C@H]([C@H](OC(C)=O)O1)OC(C)=O)OC(C)=O)OC(C)=O)C (6-O-(p-Toluenesulfonyl)-1,2,3,4-tetra-O-acetyl-β-D-glucose). RXN SMILES: [O:1]=[CH:2][C@@H:3]([C@H:5]([C@@H:7]([C@@H:9]([CH2:11][OH:12])[OH:10])[OH:8])[OH:6])[OH:4].[C:13]1([CH3:23])[CH:18]=[CH:17][C:16]([S:19](Cl)(=[O:21])=[O:20])=[CH:15][CH:14]=1.C(O[C:28](=[O:30])[CH3:29])(=O)C>N1C=CC=CC=1>[C:13]1([CH3:23])[CH:18]=[CH:17][C:16]([S:19]([O:1][CH2:2][C@H:3]2[O:4][C@@H:11]([O:12][C:2](=[O:1])[CH3:3])[C@H:9]([O:10][C:5](=[O:6])[CH3:7])[C@@H:7]([O:8][C:9](=[O:10])[CH3:11])[C@@H:5]2[O:6][C:28](=[O:30])[CH3:29])(=[O:21])=[O:20])=[CH:15][CH:14]=1. Procedure details: D-Glucose (20.0 g, 0.111 mol) was placed in a 1000-mL round-bottomed flask, and pyridine (300 ml) was added. Some of glucose remained undissolved. p-Toluensulfonyl chloride (22.0 g, 0.115 mol) was added at ambient temperature. After stirring for 11 h, acetic anhydride (80 ml, 0.83 mol) was added in one portion. Gentle exothermic reaction took place. After being stirred for 1.5 h, the mixture was evaporated. Ethanol (200 ml) was added to a residual oil. The oil was dissolved and soon a white crys... Starting materials: ON=C(C(=O)OCC)C(=O)C1=CC=C(C=C1)[N+](=O)[O-] (Ethyl 2-hydroxyimino-3-(4-nitrophenyl)-3-oxopropionate), [N+](=O)([O-])C1=CC=C(CN)C=C1 (4-nitrobenzylamine). Yields the product [N+](=O)([O-])C1=CC=C(C=C1)C=1NC(=C(N1)C(=O)OCC)C1=CC=C(C=C1)[N+](=O)[O-] (ethyl 2,5-bis(4-nitrophenyl)imidazole-4-carboxylate). As a reaction SMILES: O[N:2]=[C:3]([C:9]([C:11]1[CH:16]=[CH:15][C:14]([N+:17]([O-:19])=[O:18])=[CH:13][CH:12]=1)=O)[C:4]([O:6][CH2:7][CH3:8])=[O:5].[N+:20]([C:23]1[CH:30]=[CH:29][C:26]([CH2:27][NH2:28])=[CH:25][CH:24]=1)([O-:22])=[O:21]>>[N+:20]([C:23]1[CH:24]=[CH:25][C:26]([C:27]2[NH:28][C:9]([C:11]3[CH:16]=[CH:15][C:14]([N+:17]([O-:19])=[O:18])=[CH:13][CH:12]=3)=[C:3]([C:4]([O:6][CH2:7][CH3:8])=[O:5])[N:2]=2)=[CH:29][CH:30]=1)([O-:22])=[O:21]. Procedure: Ethyl 2-hydroxyimino-3-(4-nitrophenyl)-3-oxopropionate and 4-nitrobenzylamine are reacted and treated in the same manner as in Starting Material Synthetic Example 1 to give ethyl 2,5-bis(4-nitrophenyl)imidazole-4-carboxylate, which is dissolved in ethyl alcohol. 1 M Sodium hydroxide solution is added and the mixture is reacted and treated in the same manner as in Starting Material Synthetic Example 2 to give 2,5-bis(4-nitrophenyl)imidazole-4-carboxylic acid. Reactants: [OH-].[Na+] (sodium hydroxide), ClC1=CC=C(C(C(=O)NCCCCCCCC(=O)O)=C1)O (N-(5-chloro-salicyloyl)-8-aminooctanic acid). The solvent is C(C)O (ethanol), C(C)O (ethanol). Conditions: temperature 55 celsius. Product: C(C)O.ClC1=CC=C(C(C(=O)NCCCCCCCC(=O)[O-])=C1)O.[Na+].[Na+].ClC1=CC=C(C(C(=O)NCCCCCCCC(=O)[O-])=C1)O (Disodium N-(5-chlorosalicyloyl)-8-aminocaprylate Ethanol). RXN SMILES: [Cl:1][C:2]1[CH:20]=[C:6]([C:7]([NH:9][CH2:10][CH2:11][CH2:12][CH2:13][CH2:14][CH2:15][CH2:16][C:17]([OH:19])=[O:18])=[O:8])[C:5]([OH:21])=[CH:4][CH:3]=1.[OH-].[Na+:23]>C(O)C>[CH2:7]([OH:8])[CH3:6].[Cl:1][C:2]1[CH:20]=[C:6]([C:7]([NH:9][CH2:10][CH2:11][CH2:12][CH2:13][CH2:14][CH2:15][CH2:16][C:17]([O-:19])=[O:18])=[O:8])[C:5]([OH:21])=[CH:4][CH:3]=1.[Na+:23].[Na+:23].[Cl:1][C:2]1[CH:20]=[C:6]([C:7]([NH:9][CH2:10][CH2:11][CH2:12][CH2:13][CH2:14][CH2:15][CH2:16][C:17]([O-:19])=[O:18])=[O:8])[C:5]([OH:21])=[CH:4][CH:3]=1 |f:1.2,4.5.6.7.8|. Reported procedure: A 12 L, Pyrex glass, four-neck, round bottom flask was equipped with an overhead stirrer, thermocouple temperature read out, reflux condenser, and heating mantle. The flask was purged with dry nitrogen and the following reaction was conducted under an atmosphere of dry nitrogen. The flask was charged with 1000 g of N-(5-chloro-salicyloyl)-8-aminooctanic acid and 3000 mL of absolute ethanol. This slurry was heated to 55° C. with stirring to obtain a slightly hazy solution. The reactor was then ch... Starting materials: COc1ccc(C2(C)C(=O)Nc3c(Br)cc(Br)cc3C2=O)cc1[N+](=O)[O-], CC(=O)O. Yields the product COc1ccc(C2(C)C(=O)Nc3c(Br)cc(Br)cc3C2=O)cc1N. RXN SMILES: [Br:1][c:2]1[cH:3][c:4]2[c:9]([c:10]([Br:12])[cH:11]1)[NH:8][C:7](=[O:13])[C:6]([CH3:14])([c:15]1[cH:16][c:17]([N+:23]([O-:24])=[O:25])[c:18]([O:21][CH3:22])[cH:19][cH:20]1)[C:5]2=[O:26].[CH3:27][C:28](=[O:29])[OH:30]>>[Br:1][c:2]1[cH:3][c:4]2[c:9]([c:10]([Br:12])[cH:11]1)[NH:8][C:7](=[O:13])[C:6]([CH3:14])([c:15]1[cH:16][c:17]([NH2:23])[c:18]([O:21][CH3:22])[cH:19][cH:20]1)[C:5]2=[O:26]. The reactants are CC(=O)[O-], CC(=O)[O-], CCCCCCC, OCC1CC1, ClCCl, CCOC(=O)C=[N+]=[N-], [Rh+2]. The product is CCOC(=O)COCC1CC1. Reaction SMILES: [C:24]([O-:25])(=[O:26])[CH3:27].[C:29]([O-:30])(=[O:31])[CH3:32].[CH3:17][CH2:18][CH2:19][CH2:20][CH2:21][CH2:22][CH3:23].[CH:1]1([CH2:4][OH:5])[CH2:2][CH2:3]1.[Cl:14][CH2:15][Cl:16].[N+:6](=[N-:7])=[CH:8][C:9](=[O:10])[O:11][CH2:12][CH3:13].[Rh+2:28]>>[CH:1]1([CH2:4][O:5][CH2:8][C:9](=[O:10])[O:11][CH2:12][CH3:13])[CH2:2][CH2:3]1.